Dataset: the Open Reaction Database (ORD), a public repository of structured organic reaction records. Task: describe an organic reaction: reactants, conditions, products, and yield Starting materials: ClC1=CC=C(C(=C1CN([C@@H](CC(C)(C)C)CN(C)C)CC=1C=C(CN2S(CCC2C(=O)O)(=O)=O)C=CC1)F)OC (2-(3-{[(6-chloro-2-fluoro-3-methoxy-benzyl)-((S)-1dimethylaminomethyl-3,3-dimethyl-butyl)-amino]-methyl}-benzyl)-1,1-dioxo-1λ6-isothiazolidine-3-carboxylic acid), ClC1=CC=C(C(=C1CN([C@@H](CC(C)(C)C)CN(C)C)CC=1C=C(CN2S(CCC2C(=O)O)(=O)=O)C=CC1)F)OC (2-(3-{[(6-chloro-2-fluoro-3-methoxy-benzyl)-((S)-1dimethylaminomethyl-3,3-dimethyl-butyl)-amino]-methyl}-benzyl)-1,1-dioxo-1λ6-isothiazolidine-3-carboxylic acid), C12(CC3CC(CC(C1)C3)C2)N (1-adamantanamine). Product: C12(CC3CC(CC(C1)C3)C2)NC(=O)C2N(S(CC2)(=O)=O)CC2=CC(=CC=C2)CN([C@@H](CC(C)(C)C)CN(C)C)CC2=C(C(=CC=C2Cl)OC)F (2-(3-{[(6-chloro-2-fluoro-3-methoxy-benzyl)-((S)-1-dimethylaminomethyl-3,3-dimethyl-butyl)-amino]-methyl}-benzyl)-1,1-dioxo-1λ6-isothiazolidine-3-carboxylic acid adamantan-1-ylamide). Isolated yield 67.3%. Reaction SMILES: [Cl:1][C:2]1[C:7]([CH2:8][N:9]([CH2:20][C:21]2[CH:22]=[C:23]([CH:35]=[CH:36][CH:37]=2)[CH2:24][N:25]2[CH:29]([C:30](O)=[O:31])[CH2:28][CH2:27][S:26]2(=[O:34])=[O:33])[C@H:10]([CH2:16][N:17]([CH3:19])[CH3:18])[CH2:11][C:12]([CH3:15])([CH3:14])[CH3:13])=[C:6]([F:38])[C:5]([O:39][CH3:40])=[CH:4][CH:3]=1.[C:41]12([NH2:51])[CH2:50][CH:45]3[CH2:46][CH:47]([CH2:49][CH:43]([CH2:44]3)[CH2:42]1)[CH2:48]2>>[C:41]12([NH:51][C:30]([CH:29]3[CH2:28][CH2:27][S:26](=[O:33])(=[O:34])[N:25]3[CH2:24][C:23]3[CH:35]=[CH:36][CH:37]=[C:21]([CH2:20][N:9]([CH2:8][C:7]4[C:2]([Cl:1])=[CH:3][CH:4]=[C:5]([O:39][CH3:40])[C:6]=4[F:38])[C@H:10]([CH2:16][N:17]([CH3:19])[CH3:18])[CH2:11][C:12]([CH3:14])([CH3:15])[CH3:13])[CH:22]=3)=[O:31])[CH2:48][CH:47]3[CH2:46][CH:45]([CH2:44][CH:43]([CH2:49]3)[CH2:42]1)[CH2:50]2. Procedure: 2-(3-{[(6-Chloro-2-fluoro-3-methoxy-benzyl)-((S)-1 dimethylaminomethyl-3,3-dimethyl-butyl)-amino]-methyl}-benzyl)-1,1-dioxo-1λ6-isothiazolidine-3-carboxylic acid (Intermediate 7, 0.080 g, 0.134 mmol) was reacted with 1-adamantanamine (available from Aldrich Chemical Company, Inc., 1001 West Saint Paul Avenue, Milwaukee, Wis. 53233, USA; 0.025 g, 0.179 mmol) to form 2-(3-{[(6-chloro-2-fluoro-3-methoxy-benzyl)-((S)-1-dimethylaminomethyl-3,3-dimethyl-butyl)-amino]-methyl}-benzyl)-1,1-dioxo-1λ6-isot... Yields the product C(C)(C)(C)OC(=O)NCC(=O)ON1C(CCC1=O)=O (2,5-Dioxopyrrolidine-1-yl 2-(tert-butoxycarbonylamino)acetate). Run at time 1 hour. Reported procedure: N-Boc-glycine (7.31 g, 41.7 mmol) was dissolved in 100 mL of DCM and to the cooled (15° C.) solution N-hydroxysuccinimide (5.28 g, 45.9 mmol) was added. N,N′-dicyclohexylcarbodiimide (9.47 g, 45.9 mmol) was added to the formed suspension under vigorous stirring. After a few seconds, a cloudy white suspension formed, the mixture was allowed to reach room temperature and stirred for 1 h. It was subsequently filtrated over celite, washed with 50 mL saturated sodium bicarbonate, dried over sodium su... The reactants are ON1C(CCC1=O)=O (N-hydroxysuccinimide), C(=O)(OC(C)(C)C)NCC(=O)O (N-Boc-glycine), C1(CCCCC1)N=C=NC1CCCCC1 (N,N′-dicyclohexylcarbodiimide). As a reaction SMILES: [C:1]([NH:8][CH2:9][C:10]([OH:12])=[O:11])([O:3][C:4]([CH3:7])([CH3:6])[CH3:5])=[O:2].O[N:14]1[C:18](=[O:19])[CH2:17][CH2:16][C:15]1=[O:20].C1(N=C=NC2CCCCC2)CCCCC1>C(Cl)Cl>[C:4]([O:3][C:1]([NH:8][CH2:9][C:10]([O:12][N:14]1[C:18](=[O:19])[CH2:17][CH2:16][C:15]1=[O:20])=[O:11])=[O:2])([CH3:6])([CH3:7])[CH3:5]. Run in C(Cl)Cl (DCM). The reactants are FC1=CC=C(C=C1)C#CC=1C=C(C=NC1)C=O (5-(4-fluorophenylethynyl)-pyridine-3-carbaldehyde), Cl.NO (hydroxylamine hydrochloride), C([O-])([O-])=O.[K+].[K+] (potassium carbonate). Product: Cl.FC1=CC=C(C=C1)C#CC=1C=C(C=NC1)C=NO (5-(4-Fluorophenylethynyl)-pyridine-3-carbaldehyde oxime hydrochloride). Yield: 50.8%. As a reaction SMILES: [F:1][C:2]1[CH:7]=[CH:6][C:5]([C:8]#[C:9][C:10]2[CH:11]=[C:12]([CH:16]=O)[CH:13]=[N:14][CH:15]=2)=[CH:4][CH:3]=1.[ClH:18].[NH2:19][OH:20].C(=O)([O-])[O-].[K+].[K+]>>[ClH:18].[F:1][C:2]1[CH:7]=[CH:6][C:5]([C:8]#[C:9][C:10]2[CH:11]=[C:12]([CH:16]=[N:19][OH:20])[CH:13]=[N:14][CH:15]=2)=[CH:4][CH:3]=1 |f:1.2,3.4.5,6.7|. Reported procedure: Prepare in a similar manner as described in EXAMPLE 6 using 5-(4-fluorophenylethynyl)-pyridine-3-carbaldehyde (150 mg, 0.64 mmol), (prepared essentially as described in EXAMPLE 99), hydroxylamine hydrochloride (360 mg, 5.15 mmol) and potassium carbonate (440 mg, 3.22 mmol) to give the title compound (90 mg, 50%). Reactants: Cc1ccc(OB([O-])[O-])s1, COC(=O)C1=Cc2cc(Br)ccc2OCC1, O=C([O-])[O-], CCO, [K+], [K+], O, Cc1ccccc1. Product: COC(=O)C1=Cc2cc(-c3ccc(C)s3)ccc2OCC1. RXN SMILES: [B:17]([O-:18])([O-:25])[O:26][c:19]1[s:20][c:21]([CH3:24])[cH:22][cH:23]1.[Br:1][c:2]1[cH:3][cH:4][c:5]2[c:6]([cH:16]1)[CH:7]=[C:8]([C:12](=[O:13])[O:14][CH3:15])[CH2:9][CH2:10][O:11]2.[C:27](=[O:28])([O-:29])[O-:30].[CH2:34]([OH:35])[CH3:36].[K+:31].[K+:32].[OH2:33].[c:37]1([CH3:38])[cH:39][cH:40][cH:41][cH:42][cH:43]1>>[c:2]1(-[c:19]2[s:20][c:21]([CH3:24])[cH:22][cH:23]2)[cH:3][cH:4][c:5]2[c:6]([cH:16]1)[CH:7]=[C:8]([C:12](=[O:13])[O:14][CH3:15])[CH2:9][CH2:10][O:11]2. Reactants: CC(C)(C#N)c1cccc(C(=O)Nc2cccc(O)c2)c1, O=C([O-])[O-], CN(C)C=O, COC(=O)c1cc([N+](=O)[O-])ccc1F, [K+], [K+]. Yields the product COC(=O)c1cc([N+](=O)[O-])ccc1Oc1cccc(NC(=O)c2cccc(C(C)(C)C#N)c2)c1. As a reaction SMILES: [C:1](#[N:2])[C:3]([CH3:4])([CH3:5])[c:6]1[cH:7][c:8]([C:9](=[O:10])[NH:11][c:12]2[cH:13][c:14]([OH:18])[cH:15][cH:16][cH:17]2)[cH:19][cH:20][cH:21]1.[C:36](=[O:37])([O-:38])[O-:39].[CH3:42][N:43]([CH3:44])[CH:45]=[O:46].[F:22][c:23]1[c:24]([C:25](=[O:26])[O:27][CH3:28])[cH:29][c:30]([N+:33](=[O:34])[O-:35])[cH:31][cH:32]1.[K+:40].[K+:41]>>[C:1](#[N:2])[C:3]([CH3:4])([CH3:5])[c:6]1[cH:7][c:8]([C:9](=[O:10])[NH:11][c:12]2[cH:13][c:14]([O:18][c:23]3[c:24]([C:25](=[O:26])[O:27][CH3:28])[cH:29][c:30]([N+:33](=[O:34])[O-:35])[cH:31][cH:32]3)[cH:15][cH:16][cH:17]2)[cH:19][cH:20][cH:21]1. Starting materials: C[O-].[Na+] (Sodium methoxide), CN(C(CO)(CC)C=1SC=CC1)C (2-dimethylamino-2-(2-thienyl)-1-butanol), NC1=C(C(=C(C(=O)OC)C=C1)OC)Cl (methyl 4-amino-3-chloro-2-methoxybenzoate). Solvent: C1(=CC=CC=C1)C (toluene). Run at temperature 110 celsius, time 96 hour. Product: NC1=C(C(=C(C(=O)OCC(CC)(C=2SC=CC2)N(C)C)C=C1)OC)Cl (2-dimethylamino-2-(2-thienyl)butyl 4-amino-3-chloro-2-methoxybenzoate). The yield is 25.0%. Reaction SMILES: C[O-].[Na+].[CH3:4][N:5]([CH3:16])[C:6]([C:11]1[S:12][CH:13]=[CH:14][CH:15]=1)([CH2:9][CH3:10])[CH2:7][OH:8].[NH2:17][C:18]1[CH:27]=[CH:26][C:21]([C:22](OC)=[O:23])=[C:20]([O:28][CH3:29])[C:19]=1[Cl:30]>C1(C)C=CC=CC=1>[NH2:17][C:18]1[CH:27]=[CH:26][C:21]([C:22]([O:8][CH2:7][C:6]([N:5]([CH3:4])[CH3:16])([C:11]2[S:12][CH:13]=[CH:14][CH:15]=2)[CH2:9][CH3:10])=[O:23])=[C:20]([O:28][CH3:29])[C:19]=1[Cl:30] |f:0.1|. Reported procedure: Sodium methoxide (0.4 g) is added to a solution of 2-dimethylamino-2-(2-thienyl)-1-butanol (7.5 g) and methyl 4-amino-3-chloro-2-methoxybenzoate (16.2 g) in toluene (150 ml) and the mixture is stirred at 110° C. for 96 hours while removing methanol which is produced during the reaction. After cooling, the mixture is washed with water, dried and concentrated to remove solvent. The residue is purified by silica gel column chromatography (solvent, chloroform:ethanol=50:1), whereby 2-dimethylamino-2...